From a dataset of the Open Reaction Database (ORD), a public repository of structured organic reaction records. describe an organic reaction: reactants, conditions, products, and yield Reactants: CN1CCC(CC1)N1C(CN=C(C2=C1C=CC=C2)C2=C(C=CC=C2)F)=O (1-(1-methyl-4-piperidinyl)-1,3-dihydro-5-(2-fluorophenyl)-2H-1,4-benzdiazepin-2-one), [N+](=O)([O-])[O-].[K+] (potassium nitrate), C(Cl)Cl (methylene chloride). Solvent: S(O)(O)(=O)=O (sulfuric acid), S(O)(O)(=O)=O (sulfuric acid). Conditions: temperature -8 celsius, time 6 hour. Yields the product [N+](=O)([O-])C=1C=CC2=C(C(=NCC(N2C2CCN(CC2)C)=O)C2=C(C=CC=C2)F)C1 (7-nitro-1-(1-methyl-4-piperidinyl)-1,3-dihydro-5-(2 -fluorophenyl)-2H-1,4-benzdiazepin-2-one). Yield: 24.3%. Reaction SMILES: [CH3:1][N:2]1[CH2:7][CH2:6][CH:5]([N:8]2[C:14]3[CH:15]=[CH:16][CH:17]=[CH:18][C:13]=3[C:12]([C:19]3[CH:24]=[CH:23][CH:22]=[CH:21][C:20]=3[F:25])=[N:11][CH2:10][C:9]2=[O:26])[CH2:4][CH2:3]1.[N+:27]([O-])([O-:29])=[O:28].[K+].C(Cl)Cl>S(=O)(=O)(O)O>[N+:27]([C:17]1[CH:16]=[CH:15][C:14]2[N:8]([CH:5]3[CH2:4][CH2:3][N:2]([CH3:1])[CH2:7][CH2:6]3)[C:9](=[O:26])[CH2:10][N:11]=[C:12]([C:19]3[CH:24]=[CH:23][CH:22]=[CH:21][C:20]=3[F:25])[C:13]=2[CH:18]=1)([O-:29])=[O:28] |f:1.2|. Reported procedure: To conc. sulfuric acid (10 ml) is added 1-(1-methyl-4-piperidinyl)-1,3-dihydro-5-(2-fluorophenyl)-2H-1,4-benzdiazepin-2-one (2.09 g; 5.95 m mol) under cooling at temperature of -8° C. A solution of potassium nitrate (571 mg, 5.95×0.95 m mol) in conc. sulfuric acid (5 ml) is dropwise added to the mixture at the same temperature, which is allowed to stand at -5° C. over a period of 6 hours and then at room temperature over a period of 15 hours. The reaction mixture is poured onto ice (200 g), neut... Starting materials: [OH-].[Na+] (Sodium hydroxide), Cl (hydrogen chloride), ClC1=C(C=C(C=C1F)[C@@H]1N(CC[C@@H](C1)C(CC(=O)OCC)=O)C(=O)OC)F (Cis-methyl 2-(4-chloro-3,5-difluorophenyl)-4-(3-ethoxy-3-oxopropanoyl)piperidine-1-carboxylate), NO (Hydroxylamine). Run in O (water), O (Water), C(Cl)Cl (DCM), CO (MeOH). Run at temperature -40 celsius, time 15 minute. Yields the product ClC1=C(C=C(C=C1F)[C@@H]1N(CC[C@@H](C1)C1=CC(NO1)=O)C(=O)OC)F (Cis-methyl 2-(4-chloro-3,5-difluorophenyl)-4-(3-oxo-2,3-dihydroisoxazol-5-yl)piperidine-1-carboxylate). Isolated yield 62.3%. RXN SMILES: [Cl:1][C:2]1[C:7]([F:8])=[CH:6][C:5]([C@H:9]2[CH2:14][C@@H:13]([C:15](=[O:22])[CH2:16][C:17](OCC)=[O:18])[CH2:12][CH2:11][N:10]2[C:23]([O:25][CH3:26])=[O:24])=[CH:4][C:3]=1[F:27].[OH-].[Na+].[NH2:30]O.Cl>CO.O.C(Cl)Cl>[Cl:1][C:2]1[C:7]([F:8])=[CH:6][C:5]([C@H:9]2[CH2:14][C@@H:13]([C:15]3[O:22][NH:30][C:17](=[O:18])[CH:16]=3)[CH2:12][CH2:11][N:10]2[C:23]([O:25][CH3:26])=[O:24])=[CH:4][C:3]=1[F:27] |f:1.2|. Procedure details: Cis-methyl 2-(4-chloro-3,5-difluorophenyl)-4-(3-ethoxy-3-oxopropanoyl)piperidine-1-carboxylate (1.445 g, 3.58 mmol) was dissolved in MeOH (14 mL) and cooled to −40° C. under nitrogen. Sodium hydroxide (0.150 g, 3.76 mmol) dissolved in water (1.4 mL) was added and the mixture was stirred at −40° C. for 15 min. Hydroxylamine (50% by weight in water, 0.230 mL, 3.76 mmol) was added. The resulting solution was stirred at −40° C. for 1 h. The mixture was then transferred into a prewarmed (80° C.) solu... The reactants are C(=O)([O-])[O-].[Na+].[Na+] (Na2CO3), BrC(CCO)=C (3-bromobut-3-en-1-ol), ClC=1C=C(C=CC1)B(O)O ((3-chlorophenyl)boronic acid). Reagents/catalysts: C=1C=CC(=CC1)[P](C=2C=CC=CC2)(C=3C=CC=CC3)[Pd]([P](C=4C=CC=CC4)(C=5C=CC=CC5)C=6C=CC=CC6)([P](C=7C=CC=CC7)(C=8C=CC=CC8)C=9C=CC=CC9)[P](C=1C=CC=CC1)(C=1C=CC=CC1)C=1C=CC=CC1 (Pd(PPh3)4). Solvent: COCCOC (DME). Yields the product ClC=1C=C(C=CC1)C(CCO)=C (3-(3-Chlorophenyl)but-3-en-1-ol). Reaction SMILES: C([O-])([O-])=O.[Na+].[Na+].Br[C:8](=[CH2:12])[CH2:9][CH2:10][OH:11].[Cl:13][C:14]1[CH:15]=[C:16](B(O)O)[CH:17]=[CH:18][CH:19]=1>C1C=CC([P]([Pd]([P](C2C=CC=CC=2)(C2C=CC=CC=2)C2C=CC=CC=2)([P](C2C=CC=CC=2)(C2C=CC=CC=2)C2C=CC=CC=2)[P](C2C=CC=CC=2)(C2C=CC=CC=2)C2C=CC=CC=2)(C2C=CC=CC=2)C2C=CC=CC=2)=CC=1.COCCOC>[Cl:13][C:14]1[CH:19]=[C:18]([C:8](=[CH2:12])[CH2:9][CH2:10][OH:11])[CH:17]=[CH:16][CH:15]=1 |f:0.1.2,^1:26,28,47,66|. Procedure: A solution of DME (20 mL) and 2M Na2CO3 (15 mL) containing 3-bromobut-3-en-1-ol (1.40 g, 7.66 mol), (3-chlorophenyl)boronic acid (2.3 g, 14.7 mmol) and Pd(PPh3)4 (0.4 g, 0.35 mmol) was refluxed under an argon atmosphere for 3 hours. The solution was concentrated (to remove excess DME) and partitioned between water and ethyl acetate. The organic phase was washed with 1N NaOH, water (2×) and brine. The solution was then dried over MgSO4, filtered and concentrated. The residue was purified by silic... Starting materials: C(C)C(=O)C=C (ethylacrolein), C(C)C1CNC2=C(C(=CC=C2C1)Cl)C (3-ethyl-7-chloro-8-methyltetrahydroquinoline), ClC=1C(=C(N)C=CC1)C (3-chloro-2-methylaniline), C(C)C=1C=NC2=C(C(=CC=C2C1)Cl)C (3-ethyl-7-chloro-8-methylquinoline). Yields the product N1=CC=CC2=CC=CC=C12 (quinoline). The yield is 60.0%. Reaction SMILES: C(C(C=C)=O)C.ClC1C(C)=C(C=CC=1)N.C([C:18]1[CH:19]=[N:20][C:21]2[C:26]([CH:27]=1)=[CH:25][CH:24]=[C:23](Cl)[C:22]=2C)C.C(C1CC2C(=C(C)C(Cl)=CC=2)NC1)C>>[N:20]1[C:21]2[C:26](=[CH:25][CH:24]=[CH:23][CH:22]=2)[CH:27]=[CH:18][CH:19]=1. Reported procedure: The procedure described in Example 1 was followed, except that 187 g/hour of ethylacrolein and 283 g/hour of 3-chloro-2-methylaniline were employed. Distillation gave 335 g of distillate at a boiling point of 125° C./2 mm Hg. This distillate contained 75% by weight of 3-ethyl-7-chloro-8-methylquinoline and 22% by weight of 3-ethyl-7-chloro-8-methyltetrahydroquinoline, corresponding to a quinoline yield of 60%, based on 3-chloro-2-methylaniline employed. The reactants are COC(C1=CC(=C(C=C1)SC1=CC=C(C=C1)O)N)=O (3-Amino-4-(4-hydroxy-phenylsulfanyl)-benzoic acid methyl ester), [H-].[Al+3].[Li+].[H-].[H-].[H-] (lithium aluminum hydride), O (Water). Solvent: O1CCCC1 (tetrahydrofuran). Reaction conditions: temperature 70 celsius. The product is NC1=C(C=CC(=C1)CO)SC1=CC=C(C=C1)O (4-(2-Amino-4-hydroxymethyl-phenylsulfanyl)-phenol). The yield is 65.5%. RXN SMILES: C[O:2][C:3](=O)[C:4]1[CH:9]=[CH:8][C:7]([S:10][C:11]2[CH:16]=[CH:15][C:14]([OH:17])=[CH:13][CH:12]=2)=[C:6]([NH2:18])[CH:5]=1.[H-].[Al+3].[Li+].[H-].[H-].[H-].O>O1CCCC1>[NH2:18][C:6]1[CH:5]=[C:4]([CH2:3][OH:2])[CH:9]=[CH:8][C:7]=1[S:10][C:11]1[CH:16]=[CH:15][C:14]([OH:17])=[CH:13][CH:12]=1 |f:1.2.3.4.5.6|. Procedure details: To the product from Example 113B (500 mg, 1.82 mmol) in tetrahydrofuran (50 mL) was added a solution of lithium aluminum hydride (1.0M in THF, 1.8 mL, 1.82 mmol) dropwise at room temperature followed by heating the mixture to 70° C. for 4 hours. Water (25 mL) was then carefully added to the solution and the organic layer separated, dried and concentrated under vacuum to provide the title compound (295 mg, 66%). The reactants are NC=1SC(=CC1C(=O)N)C1=C(C=C(C=C1)F)F (2-amino-5-(2,4-difluorophenyl)thiophene-3-carboxamide), BrC1=CC=CC(=N1)CO ((6-bromo-pyridin-2-yl)methanol), C1(CCCCC1)P(C1=C(C=CC=C1)C1=C(C=C(C=C1C(C)C)C(C)C)C(C)C)C1CCCCC1 (2-dicylohexylphosphino-2′,4′,6′-triisopropyl-1,1-biphenyl), bis(triphenylphosphine), C([O-])([O-])=O.[K+].[K+] (potassium carbonate). Run in C(C)(=O)OCC (ethyl acetate), C(C)(C)(C)O (tert-butanol), C(C)(C)(CC)O (tert-amyl alcohol). The product is FC1=C(C=CC(=C1)F)C1=CC(=C(S1)NC1=NC(=CC=C1)CO)C(=O)N (5-(2,4-Difluorophenyl)-2-{[6-(hydroxymethyl)pyridin-2-yl]amino}thiophene-3-carboxamide). As a reaction SMILES: [NH2:1][C:2]1[S:3][C:4]([C:10]2[CH:15]=[CH:14][C:13]([F:16])=[CH:12][C:11]=2[F:17])=[CH:5][C:6]=1[C:7]([NH2:9])=[O:8].Br[C:19]1[N:24]=[C:23]([CH2:25][OH:26])[CH:22]=[CH:21][CH:20]=1.C1(P(C2CCCCC2)C2C=CC=CC=2C2C(C(C)C)=CC(C(C)C)=CC=2C(C)C)CCCCC1.C(=O)([O-])[O-].[K+].[K+]>C(O)(C)(C)C.C(O)(CC)(C)C.C(OCC)(=O)C>[F:17][C:11]1[CH:12]=[C:13]([F:16])[CH:14]=[CH:15][C:10]=1[C:4]1[S:3][C:2]([NH:1][C:19]2[CH:20]=[CH:21][CH:22]=[C:23]([CH2:25][OH:26])[N:24]=2)=[C:6]([C:7]([NH2:9])=[O:8])[CH:5]=1 |f:3.4.5|. Procedure details: A suspension containing 2-amino-5-(2,4-difluorophenyl)thiophene-3-carboxamide (60 mg, 0.24 mmol), (6-bromo-pyridin-2-yl)methanol (44.4 mg, 0.24 mmol), 2-dicylohexylphosphino-2′,4′,6′-triisopropyl-1,1-biphenyl (5.62 mg, 0.012 mmol), dibenyzlideneacetone bis(triphenylphosphine) (2.161 mg, 2.36 μmol) and potassium carbonate (35.9 mg, 0.26 mmol) in tert-butanol or tert-amyl alcohol (0.5 mL) was sealed in 5 mL microwave reaction vessel and was purged of oxygen by doing 5 vacuum/argon flush cycles. Af... The reactants are CCn1nccc1O, CC#N, C(=NC1CCCCC1)=NC1CCCCC1, CCON=C1C(Cl)=C(C)C=C(C(=O)O)C1Cl. Product: CCON=C1C(Cl)=C(C)C=C(C(=O)c2cnn(CC)c2O)C1Cl. Reaction SMILES: [CH2:17]([CH3:18])[n:19]1[n:20][cH:21][cH:22][c:23]1[OH:24].[CH3:40][C:41]#[N:42].[CH:25]1([N:26]=[C:27]=[N:28][CH:29]2[CH2:30][CH2:31][CH2:32][CH2:33][CH2:34]2)[CH2:35][CH2:36][CH2:37][CH2:38][CH2:39]1.[Cl:1][CH:2]1[C:3]([C:4](=[O:5])[OH:6])=[CH:7][C:8]([CH3:16])=[C:9]([Cl:15])[C:10]1=[N:11][O:12][CH2:13][CH3:14]>>[Cl:1][CH:2]1[C:3]([C:4](=[O:6])[c:22]2[cH:21][n:20][n:19]([CH2:17][CH3:18])[c:23]2[OH:24])=[CH:7][C:8]([CH3:16])=[C:9]([Cl:15])[C:10]1=[N:11][O:12][CH2:13][CH3:14].